Dataset: the Open Reaction Database (ORD), a public repository of structured organic reaction records. Task: describe an organic reaction: reactants, conditions, products, and yield Reactants: C(C)N(C1=C(C=C(C(=C1)OC)OC)[C@H]1CC=2C=CC(=CC2CC1)OC(C(C)(C)C)=O)C(C1=CC=C(C=C1)O)=O (pivalic acid (R)-6-{2-[ethyl(4-hydroxybenzoyl)amino]-4,5-dimethoxyphenyl}-5,6,7,8-tetrahydronaphthalen-2-yl ester), N1(CCCCCC1)C(CCl)=O (1-azepan-1-yl-2-chloroethanone). The product is N1(CCCCCC1)CCOC1=CC=C(CCCNC2=C(C=C(C(=C2)OC)OC)[C@H]2CC=3C=CC(=CC3CC2)O)C=C1 ((R)-6-{2-{[4-(2-Azepan-1-ylethoxy)benzyl]ethylamino}-4,5-dimethoxyphenyl}-5,6,7,8-tetrahydronaphthalen-2-ol). The yield is 89.2%. As a reaction SMILES: C([N:3]([C:31](=O)[C:32]1[CH:37]=[CH:36][C:35](O)=[CH:34]C=1)[C:4]1[CH:9]=[C:8]([O:10][CH3:11])[C:7]([O:12][CH3:13])=[CH:6][C:5]=1[C@@H:14]1[CH2:23][CH2:22][C:21]2[CH:20]=[C:19]([O:24]C(=O)C(C)(C)C)[CH:18]=[CH:17][C:16]=2[CH2:15]1)C.[N:40]1([C:47](=O)[CH2:48]Cl)[CH2:46][CH2:45][CH2:44][CH2:43][CH2:42][CH2:41]1>>[N:40]1([CH2:47][CH2:48][O:10][C:8]2[CH:7]=[CH:6][C:36]([CH2:37][CH2:32][CH2:31][NH:3][C:4]3[CH:9]=[C:8]([O:10][CH3:11])[C:7]([O:12][CH3:13])=[CH:6][C:5]=3[C@@H:14]3[CH2:23][CH2:22][C:21]4[CH:20]=[C:19]([OH:24])[CH:18]=[CH:17][C:16]=4[CH2:15]3)=[CH:35][CH:34]=2)[CH2:46][CH2:45][CH2:44][CH2:43][CH2:42][CH2:41]1. Procedure: Synthesized from pivalic acid (R)-6-{2-[ethyl(4-hydroxybenzoyl)amino]-4,5-dimethoxyphenyl}-5,6,7,8-tetrahydronaphthalen-2-yl ester (16 mg) and 1-azepan-1-yl-2-chloroethanone (9.5 mg) according to an analogous synthetic method to Example 404 and purified by LC-MS, the title compound (7.5 mg) was obtained. Reactants: C(CCC)[Li] (n-butyl lithium), CS(=O)(=O)C (dimethyl sulfone), COCC(=O)OC (methyl methoxyacetate). Run in O1CCCC1 (tetrahydrofuran), O1CCCC1 (tetrahydrofuran). Reaction conditions: time 0.5 hour. The product is CS(=O)(=O)CC(=O)OC (2-(methylsulfonyl)-1-methoxyethanone). The yield is 76.6%. Reaction SMILES: [CH3:1][S:2]([CH3:5])(=[O:4])=[O:3].C([Li])CCC.COC[C:14]([O:16][CH3:17])=[O:15]>O1CCCC1>[CH3:1][S:2]([CH2:5][C:14]([O:16][CH3:17])=[O:15])(=[O:4])=[O:3]. Procedure details: To a suspension of dimethyl sulfone (5.43 g) in tetrahydrofuran (10 mL) was addded 1.59 M n-butyl lithium (36.3 mL) in a dryice-acetone bath under a nitrogen atmosphere. After stirring for 0.5 hour, a solution of methyl methoxyacetate (2.00 g) in tetrahydrofuran (5 mL) was added. The resulting mixture was stirred for 2 hours in the bath and allowed to warm to room temperature over 2 hours. The mixture was partitioned between EtOAc and 4 N hydrochloric acid. The reaction was quenched by adding 4 ... Reactants: CO, O=S(=O)(O)O, c1ccc(-c2cc(-c3ccccc3)[nH]n2)cc1. Product: Cn1nc(-c2ccccc2)cc1-c1ccccc1. As a reaction SMILES: [CH3:1][OH:2].[S:20](=[O:21])(=[O:22])([OH:23])[OH:24].[c:3]1(-[c:9]2[n:10][nH:11][c:12](-[c:14]3[cH:15][cH:16][cH:17][cH:18][cH:19]3)[cH:13]2)[cH:4][cH:5][cH:6][cH:7][cH:8]1>>[CH3:1][n:10]1[c:9](-[c:3]2[cH:4][cH:5][cH:6][cH:7][cH:8]2)[cH:13][c:12](-[c:14]2[cH:15][cH:16][cH:17][cH:18][cH:19]2)[n:11]1. The reactants are solution, C(C)C=1NC=C(N1)C (2-ethyl-4-methylimidazole), C1=C(C=CC2=CC=CC=C12)O (2-naphthol), C=O (formaline). The solvent is C(C)(C)O (isopropanol). Run at time 3 hour. Yields the product C(C)C=1NC(=C(N1)C)CC1=C(C=CC2=CC=CC=C12)O (1-(2-Ethyl-4-methylimidazolylmethyl)-2-naphthol). The yield is 85.0%. As a reaction SMILES: [CH2:1]([C:3]1[NH:4][CH:5]=[C:6]([CH3:8])[N:7]=1)[CH3:2].[CH:9]1[C:18]2[C:13](=[CH:14][CH:15]=[CH:16][CH:17]=2)[CH:12]=[CH:11][C:10]=1[OH:19].[CH2:20]=O>C(O)(C)C>[CH2:1]([C:3]1[NH:7][C:6]([CH2:8][C:9]2[C:18]3[C:13](=[CH:14][CH:15]=[CH:16][CH:17]=3)[CH:12]=[CH:11][C:10]=2[OH:19])=[C:5]([CH3:20])[N:4]=1)[CH3:2]. Procedure: To a 35% solution of 2-ethyl-4-methylimidazole (110g, 1 mole) and 2-naphthol (144 g, 1 mole) in isopropanol, formaline (37% aqueous solution, 1 mole of CH2O) is added over a period of 15 minutes at room temperature, followed by three hours of refluxing at 82°-84° C. The product (a white powder) is obtained in a yield of 85%, with a melting point of 166° C. Starting materials: C(C(=O)Cl)(=O)Cl (oxalyl chloride), CN(C=O)C (N,N-dimethylformamide), C(C=C)OC(=O)OCC(=O)O (2-(allyloxycarbonyloxy)acetic acid). The solvent is O1CCCC1 (tetrahydrofuran). Reaction conditions: time 30 minute. The product is C(C=C)OC(=O)OCC(=O)Cl (2-(Allyloxycarbonyloxy)acetyl chloride). Isolated yield 90.1%. As a reaction SMILES: [CH2:1]([O:4][C:5]([O:7][CH2:8][C:9]([OH:11])=O)=[O:6])[CH:2]=[CH2:3].C(Cl)(=O)C([Cl:15])=O.CN(C)C=O>O1CCCC1>[CH2:1]([O:4][C:5]([O:7][CH2:8][C:9]([Cl:15])=[O:11])=[O:6])[CH:2]=[CH2:3]. Reported procedure: A solution of 2-(allyloxycarbonyloxy)acetic acid (3.03 g, 18.9 mmol) obtained from Example 39-(3) in tetrahydrofuran (30 ml) was cooled to 0° C., and to the solution were added oxalyl chloride (2.64 g, 20.8 mmol) and N,N-dimethylformamide (30 μl). The mixture was warmed to room temperature. After the mixture was stirred for 30 minutes, the solvent was distilled off under reduced pressure, and the resulting residue was purified using simple distillation under reduced pressure to give the title co...